From a dataset of the Open Reaction Database (ORD), a public repository of structured organic reaction records. describe an organic reaction: reactants, conditions, products, and yield The product is CCOC(=O)COc1ccc(CBr)cc1. Reactants: BrC(Br)(Br)Br, ClCCl, CCOC(=O)COc1ccc(CO)cc1, c1ccc(P(c2ccccc2)c2ccccc2)cc1. RXN SMILES: [Br:16][C:17]([Br:18])([Br:19])[Br:20].[Cl:40][CH2:41][Cl:42].[OH:1][CH2:2][c:3]1[cH:4][cH:5][c:6]([O:7][CH2:8][C:9](=[O:10])[O:11][CH2:12][CH3:13])[cH:14][cH:15]1.[c:21]1([P:22]([c:23]2[cH:24][cH:25][cH:26][cH:27][cH:28]2)[c:29]2[cH:30][cH:31][cH:32][cH:33][cH:34]2)[cH:35][cH:36][cH:37][cH:38][cH:39]1>>[CH2:2]([c:3]1[cH:4][cH:5][c:6]([O:7][CH2:8][C:9](=[O:10])[O:11][CH2:12][CH3:13])[cH:14][cH:15]1)[Br:16].